Dataset: the Open Reaction Database (ORD), a public repository of structured organic reaction records. Task: describe an organic reaction: reactants, conditions, products, and yield Reported procedure: It has been found that fractional distillation of a crude reaction mixture obtained in the manufacture of desflurane, for example, by reacting hydrogen fluoride with isoflurane over a bed of chromia catalyst, results in the removal of desflurane in the form of a desflurane/hydrogen fluoride azeotrope that boils below the boiling point of hydrogen fluoride. Product: C(C(F)(F)F)(OC(F)F)F (desflurane), C(C(F)(F)F)(OC(F)F)F.F (desflurane hydrogen fluoride). Reagents/catalysts: O=[Cr]O[Cr]=O (chromia). RXN SMILES: [CH:1]([F:10])([O:6][CH:7]([F:9])[F:8])[C:2]([F:5])([F:4])[F:3].F.C(Cl)(OC(F)F)C(F)(F)[F:14]>O=[Cr]O[Cr]=O>[CH:1]([F:10])([O:6][CH:7]([F:9])[F:8])[C:2]([F:5])([F:4])[F:3].[CH:1]([F:10])([O:6][CH:7]([F:9])[F:8])[C:2]([F:5])([F:4])[F:3].[FH:14] |f:5.6|. Starting materials: C(C(F)(F)F)(OC(F)F)Cl (isoflurane), C(C(F)(F)F)(OC(F)F)F (desflurane), F (hydrogen fluoride). The reactants are CC#N, FC(F)(F)CN=C=S, Nc1ccnc(SCCCCN2C(=O)c3ccccc3C2=O)n1. The product is O=C1c2ccccc2C(=O)N1CCCCSc1nccc(NC(=S)NCC(F)(F)F)n1. RXN SMILES: [CH3:32][C:33]#[N:34].[F:24][C:25]([CH2:26][N:27]=[C:28]=[S:29])([F:30])[F:31].[NH2:1][c:2]1[n:3][c:4]([S:8][CH2:9][CH2:10][CH2:11][CH2:12][N:13]2[C:14](=[O:23])[c:15]3[c:16]([cH:19][cH:20][cH:21][cH:22]3)[C:17]2=[O:18])[n:5][cH:6][cH:7]1>>[NH:1]([c:2]1[n:3][c:4]([S:8][CH2:9][CH2:10][CH2:11][CH2:12][N:13]2[C:14](=[O:23])[c:15]3[c:16]([cH:19][cH:20][cH:21][cH:22]3)[C:17]2=[O:18])[n:5][cH:6][cH:7]1)[C:28]([NH:27][CH2:26][C:25]([F:24])([F:30])[F:31])=[S:29]. Starting materials: O=C(OC(Cl)(Cl)Cl)Cl (diphosgene), C1(=CC=CC=C1)OC(CN)=O (glycine phenyl ester), C (charcoal). Run in O1CCOCC1 (dioxane). Product: [N-]=C=O.C1(=CC=CC=C1)OC(CN)=O (glycine phenyl ester isocyanate). As a reaction SMILES: O=C(Cl)[O:3][C:4](Cl)(Cl)Cl.[C:9]1([O:15][C:16](=[O:19])[CH2:17][NH2:18])[CH:14]=[CH:13][CH:12]=[CH:11][CH:10]=1.C>O1CCOCC1>[N-:18]=[C:4]=[O:3].[C:9]1([O:15][C:16](=[O:19])[CH2:17][NH2:18])[CH:14]=[CH:13][CH:12]=[CH:11][CH:10]=1 |f:4.5|. Reported procedure: 0.35 mol diphosgene is added dropwise over 1 hour to a mixture of 0.28 mol of glycine phenyl ester and 0.4 g activated charcoal in 400 mL dioxane under N2. The reaction mixture is then heated and stirred at reflux for 21/2 hours. The reaction mixture is then cooled, filtered, and concentrated to dryness by rotary evaporator, keeping exposure to moisture to a minimum. The crude product is re-dissolved in 100 mL THF, and the pH of the solution is adjusted to 5.5-6.0 by addition of pyridine. The pr... Reactants: ClC1=CC(=NC2=CC=C(C=C12)OC1=CC=CC=C1)C (4-Chloro-2-methyl-6-phenoxyquinoline), C(C1=CC=CC=C1)C1CNCC1 (3-benzyl-pyrrolidine), Cl (hydrochloric acid). The solvent is [OH-].[Na+] (sodium hydroxide), C(C)OCCO (2-ethoxyethanol). Yields the product Cl.C(C1=CC=CC=C1)C1CN(CC1)C1=CC(=NC2=CC=C(C=C12)OC1=CC=CC=C1)C (4-(3-Benzylpyrrolidin-1-yl)-2-methyl-6-phenoxyquinoline hydrochloride). As a reaction SMILES: [Cl:1][C:2]1[C:11]2[C:6](=[CH:7][CH:8]=[C:9]([O:12][C:13]3[CH:18]=[CH:17][CH:16]=[CH:15][CH:14]=3)[CH:10]=2)[N:5]=[C:4]([CH3:19])[CH:3]=1.[CH2:20]([CH:27]1[CH2:31][CH2:30][NH:29][CH2:28]1)[C:21]1[CH:26]=[CH:25][CH:24]=[CH:23][CH:22]=1.Cl>C(OCCO)C.[OH-].[Na+]>[ClH:1].[CH2:20]([CH:27]1[CH2:31][CH2:30][N:29]([C:2]2[C:11]3[C:6](=[CH:7][CH:8]=[C:9]([O:12][C:13]4[CH:18]=[CH:17][CH:16]=[CH:15][CH:14]=4)[CH:10]=3)[N:5]=[C:4]([CH3:19])[CH:3]=2)[CH2:28]1)[C:21]1[CH:26]=[CH:25][CH:24]=[CH:23][CH:22]=1 |f:4.5,6.7|. Procedure: 4-Chloro-2-methyl-6-phenoxyquinoline (0.2 g; see Preparation 3 above) and 3-benzyl-pyrrolidine (0.3 g) in 2-ethoxyethanol (4 mL) were heated in a microwave to 200° C. for 20 minutes. The mixture was diluted with 1 N sodium hydroxide and extracted with ethyl acetate, dried (MgSO4), filtered and evaporated. The residue was purified by preparative HPLC, the relevant fractions combined and evaporated to give a clear oil which was acidified with concentrated hydrochloric acid and then evaporated. Tri... The reactants are IC1=C(C=C(C(=C1)OC)I)OC (1,4-Diiodo-2,5-dimethoxy-benzene), C(#C)C(CCCCCC)CCCCCCCC (7-Ethynyl-pentadecane), O1CCCC1 (tetrahydrofuran). The reagents and catalysts are Cl[Pd]([P](C1=CC=CC=C1)(C2=CC=CC=C2)C3=CC=CC=C3)([P](C4=CC=CC=C4)(C5=CC=CC=C5)C6=CC=CC=C6)Cl (PdCl2(PPh3)2), [Cu](I)I (copper iodide). The solvent is C(C)N(CC)CC (triethylamine). Conditions: temperature 60 celsius, time 17 hour. The product is C(CCCCC)C(C#CC1=C(C=C(C(=C1)OC)C#CC(CCCCCCCC)CCCCCC)OC)CCCCCCCC (1,4-Bis-(3-hexyl-undec-1-ynyl)-2,5-dimethoxy-benzene). Isolated yield 84.0%. As a reaction SMILES: I[C:2]1[CH:7]=[C:6]([O:8][CH3:9])[C:5](I)=[CH:4][C:3]=1[O:11][CH3:12].[C:13]([CH:15]([CH2:22][CH2:23][CH2:24][CH2:25][CH2:26][CH2:27][CH2:28][CH3:29])[CH2:16][CH2:17][CH2:18][CH2:19][CH2:20][CH3:21])#[CH:14].O1[CH2:34][CH2:33][CH2:32][CH2:31]1>Cl[Pd](Cl)([P](C1C=CC=CC=1)(C1C=CC=CC=1)C1C=CC=CC=1)[P](C1C=CC=CC=1)(C1C=CC=CC=1)C1C=CC=CC=1.[Cu](I)I.C(N(CC)CC)C>[CH2:16]([CH:15]([CH2:22][CH2:23][CH2:24][CH2:25][CH2:26][CH2:27][CH2:28][CH3:29])[C:13]#[C:14][C:2]1[CH:7]=[C:6]([O:8][CH3:9])[C:5]([C:31]#[C:32][CH:33]([CH2:34][CH2:17][CH2:16][CH2:15][CH2:13][CH3:14])[CH2:29][CH2:28][CH2:27][CH2:26][CH2:25][CH2:24][CH2:23][CH3:22])=[CH:4][C:3]=1[O:11][CH3:12])[CH2:17][CH2:18][CH2:19][CH2:20][CH3:21] |^1:37,56|. Reported procedure: 1,4-Diiodo-2,5-dimethoxy-benzene (3.750 g; 9.616 mmol), 7-ethynyl-pentadecane (4.2) (5.116 g; 21.637 mmol), PdCl2(PPh3)2 (0.169 g; 240 μmol) and copper iodide (0.092 g; 481 μmol) are dissolved into tetrahydrofuran (50 cm3) and triethylamine (50 cm3). The resulting mixture is degassed for 30 minutes and then stirred at 60° C. for 17 hours. The solvent is removed in vacuo and the crude product purified by column chromatography (gradient from 100:00 to 75:25, Petroleum ether (40-60° C.) and dichlor... Starting materials: O=C(n1ccnc1)n1ccnc1, CCCCc1nn(-c2ccccc2C(F)(F)F)c(=O)n1Cc1ccc(-c2ccccc2S(N)(=O)=O)cc1, C1CCOC1, C1CCC2=NCCCN2CC1, O=C(O)c1ccccc1. Yields the product CCCCc1nn(-c2ccccc2C(F)(F)F)c(=O)n1Cc1ccc(-c2ccccc2S(=O)(=O)NC(=O)c2ccccc2)cc1. RXN SMILES: [C:10]([n:11]1[cH:12][cH:13][n:14][cH:15]1)([n:16]1[cH:17][cH:18][n:19][cH:20]1)=[O:21].[CH2:22]([CH2:23][CH2:24][CH3:25])[c:26]1[n:27]([CH2:42][c:43]2[cH:44][cH:45][c:46](-[c:49]3[c:50]([S:55]([NH2:56])(=[O:57])=[O:58])[cH:51][cH:52][cH:53][cH:54]3)[cH:47][cH:48]2)[c:28](=[O:41])[n:29](-[c:31]2[c:32]([C:37]([F:38])([F:39])[F:40])[cH:33][cH:34][cH:35][cH:36]2)[n:30]1.[CH2:70]1[O:71][CH2:72][CH2:73][CH2:74]1.[N:59]12[CH2:60][CH2:61][CH2:62][N:63]=[C:64]1[CH2:65][CH2:66][CH2:67][CH2:68][CH2:69]2.[OH:1][C:2](=[O:3])[c:4]1[cH:5][cH:6][cH:7][cH:8][cH:9]1>>[C:2](=[O:3])([c:4]1[cH:5][cH:6][cH:7][cH:8][cH:9]1)[NH:56][S:55]([c:50]1[c:49](-[c:46]2[cH:45][cH:44][c:43]([CH2:42][n:27]3[c:26]([CH2:22][CH2:23][CH2:24][CH3:25])[n:30][n:29](-[c:31]4[c:32]([C:37]([F:38])([F:39])[F:40])[cH:33][cH:34][cH:35][cH:36]4)[c:28]3=[O:41])[cH:48][cH:47]2)[cH:54][cH:53][cH:52][cH:51]1)(=[O:57])=[O:58]. Starting materials: S1C(=CC=C1)CC(=O)N1CCOCC1 (4-(2-[2-thienyl]acetyl) morpholine), C(C)O[SiH](OCC)OCC (triethoxysilane). The reagents and catalysts are CC([O-])C.[Ti+4].CC([O-])C.CC([O-])C.CC([O-])C (titanium (IV) isopropoxide). Solvent: C1=CC=CC=C1 (C6H6). Reaction conditions: temperature 60 celsius. The product is S1C(=CC=C1)C=CN1CCOCC1 (4-(2-[2-thienyl]ethenyl) morpholine). The yield is 71.7%. RXN SMILES: [S:1]1[CH:5]=[CH:4][CH:3]=[C:2]1[CH2:6][C:7]([N:9]1[CH2:14][CH2:13][O:12][CH2:11][CH2:10]1)=O.C(O[SiH](OCC)OCC)C>C1C=CC=CC=1.CC(C)[O-].[Ti+4].CC(C)[O-].CC(C)[O-].CC(C)[O-]>[S:1]1[CH:5]=[CH:4][CH:3]=[C:2]1[CH:6]=[CH:7][N:9]1[CH2:14][CH2:13][O:12][CH2:11][CH2:10]1 |f:3.4.5.6.7|. Procedure details: 4-(2-[2-thienyl]acetyl) morpholine (0.42 g, 2.0 mmol) was dissolved in C6H6 (4 mL) and then triethoxysilane (0.92 mL, 5.0 mmol) and titanium (IV) isopropoxide (0.03 mL, 0.1 mmol) were added. The reaction mixture was heated to 60 ° C. for 15 hours. The C6H6 was removed in vacuo and the resulting yellow solid was dissolved in warm (60° C.) hexane (4 mL). The hexane solution was cooled to room temperature, and yellow crystals appeared in the flask. The recrystallization flask was put in an acetone-... Reactants: CC(C)(C)OC(=O)Nc1c(OC(F)(F)F)cccc1C(=O)O, ClCCl, O=C(O)C(F)(F)F. The product is Nc1c(OC(F)(F)F)cccc1C(=O)O. As a reaction SMILES: [C:1]([O:2][C:3](=[O:4])[NH:8][c:9]1[c:10]([C:11](=[O:12])[OH:13])[cH:14][cH:15][cH:16][c:17]1[O:18][C:19]([F:20])([F:21])[F:22])([CH3:5])([CH3:6])[CH3:7].[CH2:30]([Cl:31])[Cl:32].[F:23][C:24]([F:25])([F:26])[C:27]([OH:28])=[O:29]>>[NH2:8][c:9]1[c:10]([C:11](=[O:12])[OH:13])[cH:14][cH:15][cH:16][c:17]1[O:18][C:19]([F:20])([F:21])[F:22]. The reactants are C1(CCCC=2C3=CC=CC=C3NC12)=O (2,3,4,9-tetrahydro-1H-carbazol-1-one), C(C)(=O)O[BH-](OC(C)=O)OC(C)=O.[Na+] (sodium triacetoxyborohydride), C(C)(=O)O (acetic acid), C(C1=CC=CC=C1)N (benzyl amine), Cl (HCl). The solvent is ClC(C)Cl (dichloroethane), diethyl ethyl ether, C(C)OCC (diethyl ether). Conditions: time 16 hour. Product: Cl.C(C1=CC=CC=C1)NC1CCCC=2C3=CC=CC=C3NC12 (N-Benzyl-2,3,4,9-tetrahydrocarbazole-1-amine hydrochloride salt). The yield is 35.0%. As a reaction SMILES: [C:1]1(=O)[C:13]2[NH:12][C:11]3[C:6](=[CH:7][CH:8]=[CH:9][CH:10]=3)[C:5]=2[CH2:4][CH2:3][CH2:2]1.C(O[BH-](OC(=O)C)OC(=O)C)(=O)C.[Na+].C(O)(=O)C.[CH2:33]([NH2:40])[C:34]1[CH:39]=[CH:38][CH:37]=[CH:36][CH:35]=1.[ClH:41]>ClC(Cl)C.C(OCC)C>[ClH:41].[CH2:33]([NH:40][CH:1]1[C:13]2[NH:12][C:11]3[C:6](=[CH:7][CH:8]=[CH:9][CH:10]=3)[C:5]=2[CH2:4][CH2:3][CH2:2]1)[C:34]1[CH:39]=[CH:38][CH:37]=[CH:36][CH:35]=1 |f:1.2,8.9|. Procedure details: To a solution of 2,3,4,9-tetrahydro-1H-carbazol-1-one (0.1 g, 0.52 mmol) in dichloroethane (5 mL) was added sodium triacetoxyborohydride (0.17 g, 0.80 mmol), acetic acid (0.046 mL, 0.80 mmol) and benzyl amine (0.087 mL, 0.80 mmol). The mixture was stirred at room temperature for 16 hours. The reaction was quenched by adding saturated NaHCO3 (5 mL) and EtOAc (5 mL) and stirred for 30 minutes. The layers were separated, the aqueous layer extracted with EtOAc (2×5 mL), the organic layers combined, ... Reactants: 16.4, CC=1NC=CN1 (2-methyl-1H-imidazole), BrC1=CC=C(C=C1)OC (1-bromo-4-methoxybenzene), C([O-])([O-])=O.[K+].[K+] (potassium carbonate). Reagents/catalysts: [Cu]Br (copper-(I)bromide). The solvent is CN(C=O)C (N,N-dimethylformamide). The product is COC1=CC=C(C=C1)N1C(=NC=C1)C (1-(4-methoxyphenyl)-2-methyl-1H-imidazole). Yield: 41.0%. Reaction SMILES: [CH3:1][C:2]1[NH:3][CH:4]=[CH:5][N:6]=1.Br[C:8]1[CH:13]=[CH:12][C:11]([O:14][CH3:15])=[CH:10][CH:9]=1.C(=O)([O-])[O-].[K+].[K+]>[Cu]Br.CN(C)C=O>[CH3:15][O:14][C:11]1[CH:12]=[CH:13][C:8]([N:3]2[CH:4]=[CH:5][N:6]=[C:2]2[CH3:1])=[CH:9][CH:10]=1 |f:2.3.4|. Procedure: A mixture of 16.4 parts of 2-methyl-1H-imidazole, 37.4 parts of 1-bromo-4-methoxybenzene, 1 part of copper-(I)bromide, 20 parts of potassium carbonate and 270 parts of N,N-dimethylformamide is stirred and refluxed for one week. The reaction mixture is cooled, poured onto water and the whole is extracted with 2,2'-oxybispropane. The extract is washed twice with a diluted hydrochloric acid solution. The acid aqueous phase is separated and alkalized with sodium hydroxide. The product is extracted t...